This data is from the Open Reaction Database (ORD), a public repository of structured organic reaction records. The task is: describe an organic reaction: reactants, conditions, products, and yield The reactants are Cl.FC(C=1N=CC(=NC1)N[C@@H]1[C@H](CCC1)N)(F)F ((1S,2S)-1-N-[5-(trifluoromethyl)pyrazin-2-yl]cyclopentane-1,2-diamine hydrochloride), Cl.FC(C=1N=CC(=NC1)N[C@@H]1[C@H](CCC1)N)(F)F ((1S,2S)-1-N-[5-(trifluoromethyl)pyrazin-2-yl]cyclopentane-1,2-diamine hydrochloride), FC(C1=C(C(=O)O)C=CC=C1)(F)F (2-(trifluoromethyl)benzoic acid), CN(C)C(=[N+](C)C)ON1C2=C(C=CC=C2)N=N1.[B-](F)(F)(F)F (TBTU), CCN(C(C)C)C(C)C (DIPEA). Run in CN(C)C=O (DMF), O (water). Reaction conditions: time 2 hour. The product is FC(C1=C(C(=O)N[C@@H]2[C@H](CCC2)NC2=NC=C(N=C2)C(F)(F)F)C=CC=C1)(F)F (2-(Trifluoromethyl)-N-[(1S,2S)-2-{[5-(trifluoromethyl)pyrazin-2-yl]amino}cyclopentyl]benzamide). Reaction SMILES: Cl.[F:2][C:3]([F:18])([F:17])[C:4]1[N:5]=[CH:6][C:7]([NH:10][C@H:11]2[CH2:15][CH2:14][CH2:13][C@@H:12]2[NH2:16])=[N:8][CH:9]=1.[F:19][C:20]([F:31])([F:30])[C:21]1[CH:29]=[CH:28][CH:27]=[CH:26][C:22]=1[C:23](O)=[O:24].CN(C(ON1N=NC2C=CC=CC1=2)=[N+](C)C)C.[B-](F)(F)(F)F.CCN(C(C)C)C(C)C>CN(C=O)C.O>[F:19][C:20]([F:30])([F:31])[C:21]1[CH:29]=[CH:28][CH:27]=[CH:26][C:22]=1[C:23]([NH:16][C@H:12]1[CH2:13][CH2:14][CH2:15][C@@H:11]1[NH:10][C:7]1[CH:6]=[N:5][C:4]([C:3]([F:2])([F:17])[F:18])=[CH:9][N:8]=1)=[O:24] |f:0.1,3.4|. Procedure details: To a solution of (1S,2S)-1-N-[5-(trifluoromethyl)pyrazin-2-yl]cyclopentane-1,2-diamine hydrochloride (Intermediate 14; 60 mg, 0.21 mmol) in DMF (3 ml) was added 2-(trifluoromethyl)benzoic acid (CAS number 433-97-6; 60 mg, 0.21 mmol), TBTU (0.082 g, 0.25 mmol) and DIPEA (0.1 g, 0.84 mmol) and the reaction was stirred at room temperature for 2 hours. The reaction was diluted with water (25 ml) and extracted with ethyl acetate (30 ml×3). The organics were washed with water (50 ml), brine (25 ml), d... Reactants: O=C(Cl)c1cccnc1, Cc1cc(COc2ccc(C(=O)NCC3(N4CCNCC4)C(=O)NC(=O)NC3=O)cc2)c2ccccc2n1, O=C(O)C(F)(F)F, O=C(O)C(F)(F)F, O=C(O)C(F)(F)F. Yields the product Cc1cc(COc2ccc(C(=O)NCC3(N4CCN(C(=O)c5cccnc5)CC4)C(=O)NC(=O)NC3=O)cc2)c2ccccc2n1. Reaction SMILES: [C:60]([c:61]1[cH:62][n:63][cH:64][cH:65][cH:66]1)(=[O:67])[Cl:68].[CH3:22][c:23]1[n:24][c:25]2[cH:26][cH:27][cH:28][cH:29][c:30]2[c:31]([CH2:33][O:34][c:35]2[cH:36][cH:37][c:38]([C:39](=[O:40])[NH:41][CH2:42][C:43]3([N:52]4[CH2:53][CH2:54][NH:55][CH2:56][CH2:57]4)[C:44](=[O:51])[NH:45][C:46](=[O:50])[NH:47][C:48]3=[O:49])[cH:58][cH:59]2)[cH:32]1.[F:15][C:16]([F:17])([F:18])[C:19]([OH:20])=[O:21].[F:1][C:2]([F:3])([F:4])[C:5]([OH:6])=[O:7].[F:8][C:9]([F:10])([F:11])[C:12]([OH:13])=[O:14]>>[CH3:22][c:23]1[n:24][c:25]2[cH:26][cH:27][cH:28][cH:29][c:30]2[c:31]([CH2:33][O:34][c:35]2[cH:36][cH:37][c:38]([C:39](=[O:40])[NH:41][CH2:42][C:43]3([N:52]4[CH2:53][CH2:54][N:55]([C:60]([c:61]5[cH:62][n:63][cH:64][cH:65][cH:66]5)=[O:67])[CH2:56][CH2:57]4)[C:44](=[O:51])[NH:45][C:46](=[O:50])[NH:47][C:48]3=[O:49])[cH:58][cH:59]2)[cH:32]1.